From a dataset of the Open Reaction Database (ORD), a public repository of structured organic reaction records. describe an organic reaction: reactants, conditions, products, and yield The yield is 114.4%. RXN SMILES: [CH2:1]([O:8][NH:9][C:10](=[O:23])[C@H:11]([C@@H:20]([CH3:22])O)[NH:12][C:13]([O:15][C:16]([CH3:19])([CH3:18])[CH3:17])=[O:14])[C:2]1[CH:7]=[CH:6][CH:5]=[CH:4][CH:3]=1.C1(P(C2C=CC=CC=2)C2C=CC=CC=2)C=CC=CC=1.CCOC(/N=N/C(OCC)=O)=O>O1CCCC1>[CH2:1]([O:8][N:9]1[C@@H:20]([CH3:22])[C@H:11]([NH:12][C:13]([O:15][C:16]([CH3:19])([CH3:18])[CH3:17])=[O:14])[C:10]1=[O:23])[C:2]1[CH:7]=[CH:6][CH:5]=[CH:4][CH:3]=1. The reactants are C(C1=CC=CC=C1)ONC([C@@H](NC(=O)OC(C)(C)C)[C@H](O)C)=O (N-benzyloxy-t-butoxycarbonyl-threonine amide), C1(=CC=CC=C1)P(C1=CC=CC=C1)C1=CC=CC=C1 (triphenylphosphine), CCOC(=O)/N=N/C(=O)OCC (diethylazodicarboxylate). Yields the product C(C1=CC=CC=C1)ON1C([C@H]([C@@H]1C)NC(=O)OC(C)(C)C)=O ((3S-trans)-N-Benzyloxy-3-t-butoxycarbonylamino-4-methylazetidinone). Run in O1CCCC1 (tetrahydrofuran). Procedure details: A solution of 12.67 g of N-benzyloxy-t-butoxycarbonyl-threonine amide, 11.5 g of triphenylphosphine, and 6.23 ml of diethylazodicarboxylate in 380 ml of tetrahydrofuran was stirred under nitrogen for about 16 hours. The solution was evaporated and chromatographed on a 900 g silica gel column. Elution with chloroform-ethyl acetate (3:1) gave 13.69 g of compound that crystallized from ether-hexane to yield 9.18 g of the title compound. Reaction SMILES: [F:1][c:2]1[cH:3][c:4]([CH3:9])[cH:5][cH:6][c:7]1[F:8].[NH4+:10].[Na+:23].[O-:11][N+:12]([O-:13])=[O:14].[OH-:22].[OH:15][C:16]([C:17]([F:18])([F:19])[F:20])=[O:21]>>[F:1][c:2]1[cH:3][c:4]([CH3:9])[cH:5][c:6]([N+:12](=[O:11])[O-:13])[c:7]1[F:8]. Reactants: Cc1ccc(F)c(F)c1, [NH4+], [Na+], O=[N+]([O-])[O-], [OH-], O=C(O)C(F)(F)F. Yields the product Cc1cc(F)c(F)c([N+](=O)[O-])c1. Reactants: O (water), ClC=1C=C(C=CC1O)CC(=O)O (3-chloro-4-hydroxylphenylacetic acid), ClC1=NC=C(C=C1)C(F)(F)F (2-chloro-5-trifluoromethylpyridine), C([O-])([O-])=O.[K+].[K+] (potassium carbonate). The solvent is CN(C=O)C (N,N-dimethylformamide). Reaction conditions: temperature 100 celsius, time 1 hour. The product is ClC=1C=C(C=CC1OC1=NC=C(C=C1)C(F)(F)F)CC(=O)O (3-chloro-4-[(5-trifluoromethylpyridin-2-yl)oxy]phenylacetic acid). The yield is 50.0%. Reaction SMILES: [Cl:1][C:2]1[CH:3]=[C:4]([CH2:9][C:10]([OH:12])=[O:11])[CH:5]=[CH:6][C:7]=1[OH:8].C(=O)([O-])[O-].[K+].[K+].Cl[C:20]1[CH:25]=[CH:24][C:23]([C:26]([F:29])([F:28])[F:27])=[CH:22][N:21]=1.O>CN(C)C=O>[Cl:1][C:2]1[CH:3]=[C:4]([CH2:9][C:10]([OH:12])=[O:11])[CH:5]=[CH:6][C:7]=1[O:8][C:20]1[CH:25]=[CH:24][C:23]([C:26]([F:29])([F:28])[F:27])=[CH:22][N:21]=1 |f:1.2.3|. Procedure: 9.3 g (50 mmol) of 3-chloro-4-hydroxylphenylacetic acid was dissolved in 100 ml of N,N-dimethylformamide, and 15.2 g (110 mmol) of potassium carbonate was added thereto. The mixture was stirred at 100° C. for one hour. Then, 10.9 g (60 mmol) of 2-chloro-5-trifluoromethylpyridine was added thereto, and the mixture was stirred for 8 hours at 120° C. After cooling, the reaction solution was poured into water and washed twice with ethyl acetate. The obtained aqueous layer was adjusted to pH 4 with c... Reactants: 186Re, C([C@H]([C@H]([C@@H]([C@H](C(C(=O)[O-])O)O)O)O)O)O.C([C@H]([C@H]([C@@H]([C@H](C(C(=O)[O-])O)O)O)O)O)O.[Ca+2].C(C)(=O)[O-] (glucoheptonate acetate), MoO22+, [OH-].[Na+] (NaOH). Run at temperature 25 celsius, time 40 minute. Product: C([C@H]([C@H]([C@@H]([C@H](C(C(=O)[O-])O)O)O)O)O)O.C([C@H]([C@H]([C@@H]([C@H](C(C(=O)[O-])O)O)O)O)O)O.[Ca+2] (glucoheptonate). RXN SMILES: [OH-].[Na+].[CH2:3]([OH:17])[C@@H:4]([OH:16])[C@@H:5]([OH:15])[C@H:6]([OH:14])[C@@H:7]([OH:13])[CH:8]([OH:12])[C:9]([O-:11])=[O:10].[CH2:18]([OH:32])[C@@H:19]([OH:31])[C@@H:20]([OH:30])[C@H:21]([OH:29])[C@@H:22]([OH:28])[CH:23]([OH:27])[C:24]([O-:26])=[O:25].[Ca+2:33].C([O-])(=O)C>>[CH2:3]([OH:17])[C@@H:4]([OH:16])[C@@H:5]([OH:15])[C@H:6]([OH:14])[C@@H:7]([OH:13])[CH:8]([OH:12])[C:9]([O-:11])=[O:10].[CH2:18]([OH:32])[C@@H:19]([OH:31])[C@@H:20]([OH:30])[C@H:21]([OH:29])[C@@H:22]([OH:28])[CH:23]([OH:27])[C:24]([O-:26])=[O:25].[Ca+2:33] |f:0.1,2.3.4.5,6.7.8|. Procedure: This description is for labeling the liposomes with “BMEDA” because the 186Re-“BMEDA” complex produced the higher labeling efficiency and stability. “BMEDA” was synthesized using a modification of a procedure described by Corbin et al. in “Preparation and properties of tripodal and linear tetradentate N,S-donor ligands and their complexes containing the MoO22+ core” Inorganica Chimica Acta. 1984; 90:41-51. First, a 0.17 M glucoheptonate-0.1 M acetate solution was prepared and the pH adjusted to ... The reactants are [N+](=O)([O-])C1=CC=C2C=NN(C2=C1)CCN1CCCC1 (6-nitro-1-(2-pyrrolidin-1-yl-ethyl)-1H-indazole), [Cl-].[NH4+] (ammonium chloride). Reagents/catalysts: [Fe] (iron). Solvent: C(C)O.O (ethanol H2O). Reaction conditions: time 15 minute. The product is N1(CCCC1)CCN1N=CC2=CC=C(C=C12)N (1-(2-pyrrolidin-1-yl-ethyl)-1H-indazol-6-ylamine). As a reaction SMILES: [N+:1]([C:4]1[CH:12]=[C:11]2[C:7]([CH:8]=[N:9][N:10]2[CH2:13][CH2:14][N:15]2[CH2:19][CH2:18][CH2:17][CH2:16]2)=[CH:6][CH:5]=1)([O-])=O.[Cl-].[NH4+]>[Fe].C(O)C.O>[N:15]1([CH2:14][CH2:13][N:10]2[C:11]3[C:7](=[CH:6][CH:5]=[C:4]([NH2:1])[CH:12]=3)[CH:8]=[N:9]2)[CH2:19][CH2:18][CH2:17][CH2:16]1 |f:1.2,4.5|. Procedure details: A mixture of 6-nitro-1-(2-pyrrolidin-1-yl-ethyl)-1H-indazole (1.60 g, 6.15 mmol), iron powder (3.40 g, 60.8 mmol), and ammonium chloride (166 mg, 3.13 mmol) in a 4:1 solution of ethanol/H2O was heated to reflux for 3 hours, cooled to room temperature, concentrated under reduced pressure. The residue was stirred in triethylamine/ethyl acetate (1/4, 30 mL) for 15 minutes, filtered through a plug of silica gel which was rinsed with triethylamine/ethyl acetate (1/4), and the filtrate was concentrate... Starting materials: C(C1=CC=CC=C1)OC=1C=CC(=NC1)OC1COC(OC1)C1=CC=CC=C1 (5-Benzyloxy-2-(2-phenyl-[1,3]dioxan-5-yloxy)pyridine), Cl (hydrochloric acid). Solvent: CO (methanol). Reaction conditions: time 2 hour. Product: C(C1=CC=CC=C1)OC=1C=CC(=NC1)OC(CO)CO (2-(5-Benzyloxypyridin-2-yloxy)propane-1,3-diol). RXN SMILES: [CH2:1]([O:8][C:9]1[CH:10]=[CH:11][C:12]([O:15][CH:16]2[CH2:21][O:20]C(C3C=CC=CC=3)[O:18][CH2:17]2)=[N:13][CH:14]=1)[C:2]1[CH:7]=[CH:6][CH:5]=[CH:4][CH:3]=1.Cl>CO>[CH2:1]([O:8][C:9]1[CH:10]=[CH:11][C:12]([O:15][CH:16]([CH2:17][OH:18])[CH2:21][OH:20])=[N:13][CH:14]=1)[C:2]1[CH:3]=[CH:4][CH:5]=[CH:6][CH:7]=1. Procedure: 5-Benzyloxy-2-(2-phenyl-[1,3]dioxan-5-yloxy)pyridine was mixed with 20 ml of 4N hydrochloric acid and 20 ml of methanol and stirred at RT for 2 h. The methanol was concentrated in vacuo and the resulting acidic solution was made alkaline with saturated sodium carbonate solution. The alkaline solution was extracted with ethyl acetate, and the organic phase was concentrated. Starting materials: CS(=O)(=O)Cl, CC#N, Nc1ccc(N)c(S(N)(=O)=O)c1, c1ccncc1. Yields the product CS(=O)(=O)Nc1ccc(N)c(S(N)(=O)=O)c1. Reaction SMILES: [CH3:19][S:20]([Cl:21])(=[O:22])=[O:23].[CH3:24][C:25]#[N:26].[NH2:1][c:2]1[c:3]([S:9](=[O:10])(=[O:11])[NH2:12])[cH:4][c:5]([NH2:8])[cH:6][cH:7]1.[cH:13]1[cH:14][cH:15][n:16][cH:17][cH:18]1>>[NH2:1][c:2]1[c:3]([S:9](=[O:10])(=[O:11])[NH2:12])[cH:4][c:5]([NH:8][S:20]([CH3:19])(=[O:22])=[O:23])[cH:6][cH:7]1. The reactants are COC=1C=C(CC2NCCC3=CC(=C(C=C23)OC)OC)C=CC1OC (1-(3,4-Dimethoxy-benzyl)-6,7-dimethoxy-1,2,3,4-tetrahydroisoquinoline), BrCC(=O)Br (2-bromoacetyl bromide), COC1=CC=C(C=C1)CCN (4-methoxyphenylethylamine). Yields the product COC=1C=C(CC2N(CCC3=CC(=C(C=C23)OC)OC)CC(=O)NCCC2=CC=C(C=C2)OC)C=CC1OC (2-[1-(3,4-Dimethoxy-benzyl)-6,7-dimethoxy-3,4-dihydro-1H-isoquinolin-2-yl]-N-[2-(4-methoxy-phenyl)-ethyl]-acetamide). Reaction SMILES: [CH3:1][O:2][C:3]1[CH:4]=[C:5]([CH:21]=[CH:22][C:23]=1[O:24][CH3:25])[CH2:6][CH:7]1[C:16]2[C:11](=[CH:12][C:13]([O:19][CH3:20])=[C:14]([O:17][CH3:18])[CH:15]=2)[CH2:10][CH2:9][NH:8]1.Br[CH2:27][C:28](Br)=[O:29].[CH3:31][O:32][C:33]1[CH:38]=[CH:37][C:36]([CH2:39][CH2:40][NH2:41])=[CH:35][CH:34]=1>>[CH3:1][O:2][C:3]1[CH:4]=[C:5]([CH:21]=[CH:22][C:23]=1[O:24][CH3:25])[CH2:6][CH:7]1[C:16]2[C:11](=[CH:12][C:13]([O:19][CH3:20])=[C:14]([O:17][CH3:18])[CH:15]=2)[CH2:10][CH2:9][N:8]1[CH2:27][C:28]([NH:41][CH2:40][CH2:39][C:36]1[CH:37]=[CH:38][C:33]([O:32][CH3:31])=[CH:34][CH:35]=1)=[O:29]. Reported procedure: prepared by reaction of 1-(3,4-Dimethoxy-benzyl)-6,7-dimethoxy-1,2,3,4-tetrahydroisoquinoline and 2-bromoacetyl bromide with 4-methoxyphenylethylamine Starting materials: starch, S([O-])(O)=O.[Na+] (sodium bisulfite), C1(CC1)C=1NC(C=C(N1)C(=O)O)=O (2-cyclopropyl-1,6-dihydro-6-oxo-4-pyrimidinecarboxylic acid), C1(CC1)C=1NC(C=C(N1)C(=O)O)=O (2-cyclopropyl-1,6-dihydro-6-oxo-4-pyrimidinecarboxylic acid), A2, Cl (hydrochloric acid), Cl[O-].[Na+] (sodium hypochlorite), starting material. The solvent is O (water). Run at temperature 9 celsius, time 1 hour. Product: ClC1=C(N=C(NC1=O)C1CC1)C(=O)O (5-chloro-2-cyclopropyl-1,6-dihydro-6-oxo-4-pyrimidinecarboxylic acid). As a reaction SMILES: [CH:1]1([C:4]2[NH:5][C:6](=[O:13])[CH:7]=[C:8]([C:10]([OH:12])=[O:11])[N:9]=2)[CH2:3][CH2:2]1.[ClH:14].Cl[O-].[Na+].S(=O)(O)[O-].[Na+]>O>[Cl:14][C:7]1[C:6](=[O:13])[NH:5][C:4]([CH:1]2[CH2:2][CH2:3]2)=[N:9][C:8]=1[C:10]([OH:12])=[O:11] |f:2.3,4.5|. Procedure details: To a mixture of 2-cyclopropyl-1,6-dihydro-6-oxo-4-pyrimidinecarboxylic acid (i.e. the product of Step A1 or A2) (184 g, 1.02 mol) in water (45 mL) and concentrated hydrochloric acid (292 g, 3 mol) at 8-12° C. was added dropwise aqueous sodium hypochlorite solution (8.4%, 1.02 kg, 1.15 mol) over 2 h so that with cooling the reaction mixture was maintained at 8-10° C. The mixture was then held at 10-12° C. for 1 h and the conversion was monitored by HPLC. When less than 5% of the starting material... Procedure details: To a solution of compound 33b, 4-Methyl-2-(5-piperidin-3-yl-4′-trifluoromethyl-biphenyl-3-yl)-pentanoic acid ethyl ester (58 mg, 0.13 mmol) in CH3CN (5 ml) was added α-Bromodiphenyl methane (48.0 mg, 0.19 mmol), and diisopropylethylamine (45 μl, 0.26 mmol). The reaction was microwaved at 130° C. for 10 minutes. The reaction was diluted with EtOAc and washed with brine, sat. NaHCO3, and brine, dried and filtered. Purification by silica gel chromatography (Isco) gave the desired product, (39 mg, 4... Run in CC#N (CH3CN), CCOC(=O)C (EtOAc). The reactants are compound 33b, C(C)OC(C(CC(C)C)C=1C=C(C=C(C1)C1CNCCC1)C1=CC=C(C=C1)C(F)(F)F)=O (4-Methyl-2-(5-piperidin-3-yl-4′-trifluoromethyl-biphenyl-3-yl)-pentanoic acid ethyl ester), α-Bromodiphenyl methane, C(C)(C)N(CC)C(C)C (diisopropylethylamine). Reaction SMILES: [CH2:1]([O:3][C:4](=[O:32])[CH:5]([C:10]1[CH:11]=[C:12]([C:22]2[CH:27]=[CH:26][C:25]([C:28]([F:31])([F:30])[F:29])=[CH:24][CH:23]=2)[CH:13]=[C:14]([CH:16]2[CH2:21][CH2:20][CH2:19][NH:18][CH2:17]2)[CH:15]=1)[CH2:6][CH:7]([CH3:9])[CH3:8])[CH3:2].C(N([CH:39]([CH3:41])[CH3:40])CC)(C)C>CC#N.CCOC(C)=O>[CH2:1]([O:3][C:4](=[O:32])[CH:5]([C:10]1[CH:11]=[C:12]([C:22]2[CH:23]=[CH:24][C:25]([C:28]([F:29])([F:30])[F:31])=[CH:26][CH:27]=2)[CH:13]=[C:14]([CH:16]2[CH2:21][CH2:20][CH2:19][N:18]([CH:5]([C:40]3[CH:39]=[CH:41][CH:8]=[CH:7][CH:6]=3)[C:10]3[CH:11]=[CH:12][CH:13]=[CH:14][CH:15]=3)[CH2:17]2)[CH:15]=1)[CH2:6][CH:7]([CH3:9])[CH3:8])[CH3:2]. Yield: 97.8%. Product: C(C)OC(C(CC(C)C)C=1C=C(C=C(C1)C1CN(CCC1)C(C1=CC=CC=C1)C1=CC=CC=C1)C1=CC=C(C=C1)C(F)(F)F)=O (2-[5-(1-Benzhydryl-piperidin-3-yl)-4′-trifluoromethyl-biphenyl-3-yl]-4-methyl-pentanoic acid ethyl ester).